This data is from the Open Reaction Database (ORD), a public repository of structured organic reaction records. The task is: describe an organic reaction: reactants, conditions, products, and yield Starting materials: FC1=C(C(=CC=C1OC)F)CO ((2,6-Difluoro-3-methoxyphenyl)methanol), ClCCl (dichloromethane). The solvent is S(=O)(Cl)Cl (thionyl chloride). Product: ClCC1=C(C=CC(=C1F)OC)F (2-(Chloromethyl)-1,3-difluoro-4-methoxybenzene). As a reaction SMILES: [F:1][C:2]1[C:7]([O:8][CH3:9])=[CH:6][CH:5]=[C:4]([F:10])[C:3]=1[CH2:11]O.[Cl:13]CCl>S(Cl)(Cl)=O>[Cl:13][CH2:11][C:3]1[C:2]([F:1])=[C:7]([O:8][CH3:9])[CH:6]=[CH:5][C:4]=1[F:10]. Procedure details: A solution of 120 mg (0.689 mmol) of 2,6-difluoro-3-methoxyphenyl)methanol from Example 132A in 3 ml of dichloromethane and 1 ml of thionyl chloride was stirred at room temperature overnight. The solvent was evaporated off under reduced pressure and the residue was purified by flash chromatography using a prepacked silica gel cartridge (eluent:cyclohexane-ethyl acetate 10:1 to 1:1), which gave 50 mg (38% of theory) of the target compound. Reactants: CN1CCC(c2c[nH]c3ccc(Br)cc23)CC1, [Li]C(C)(C)C, CON(C)C(=O)c1ccc(Cl)cc1, [KH], C1CCOC1. The product is CN1CCC(c2c[nH]c3ccc(C(=O)c4ccc(Cl)cc4)cc23)CC1. RXN SMILES: [Br:2][c:3]1[cH:4][c:5]2[c:6]([CH:12]3[CH2:13][CH2:14][N:15]([CH3:18])[CH2:16][CH2:17]3)[cH:7][nH:8][c:9]2[cH:10][cH:11]1.[C:19]([Li:20])([CH3:21])([CH3:22])[CH3:23].[CH3:24][N:25]([C:26]([c:27]1[cH:28][cH:29][c:30]([Cl:33])[cH:31][cH:32]1)=[O:34])[O:35][CH3:36].[KH:1].[O:37]1[CH2:38][CH2:39][CH2:40][CH2:41]1>>[c:3]1([C:26]([c:27]2[cH:28][cH:29][c:30]([Cl:33])[cH:31][cH:32]2)=[O:34])[cH:4][c:5]2[c:6]([CH:12]3[CH2:13][CH2:14][N:15]([CH3:18])[CH2:16][CH2:17]3)[cH:7][nH:8][c:9]2[cH:10][cH:11]1. The reactants are NC1=C(N=C(S1)NC1=CC2=CC=CC=C2C=C1)C(=O)N (5-amino-2-(naphthalen-2-ylamino)thiazole-4-carboxamide), ClCC1=CC=C(C(=O)Cl)C=C1 (4-chloromethylbenzoyl chloride), N1=CC=CC=C1 (pyridine). The reagents and catalysts are CN(C)C=1C=CN=CC1 (DMAP). Conditions: time 16 hour. Product: [Cl-].C(N)(=O)C=1N=C(SC1NC(=O)C1=CC=C(C[N+]2=CC=CC=C2)C=C1)NC1=CC2=CC=CC=C2C=C1 (1-{4-[4-carbamoyl-2-(naphthalen-2-ylamino)thiazol-5-ylcarbamoyl]benzyl}pyridinium chloride). Yield: 10.0%. RXN SMILES: [NH2:1][C:2]1[S:6][C:5]([NH:7][C:8]2[CH:17]=[CH:16][C:15]3[C:10](=[CH:11][CH:12]=[CH:13][CH:14]=3)[CH:9]=2)=[N:4][C:3]=1[C:18]([NH2:20])=[O:19].[Cl:21][CH2:22][C:23]1[CH:31]=[CH:30][C:26]([C:27](Cl)=[O:28])=[CH:25][CH:24]=1.[N:32]1[CH:37]=[CH:36][CH:35]=[CH:34][CH:33]=1>CN(C1C=CN=CC=1)C>[Cl-:21].[C:18]([C:3]1[N:4]=[C:5]([NH:7][C:8]2[CH:17]=[CH:16][C:15]3[C:10](=[CH:11][CH:12]=[CH:13][CH:14]=3)[CH:9]=2)[S:6][C:2]=1[NH:1][C:27]([C:26]1[CH:30]=[CH:31][C:23]([CH2:22][N+:32]2[CH:37]=[CH:36][CH:35]=[CH:34][CH:33]=2)=[CH:24][CH:25]=1)=[O:28])(=[O:19])[NH2:20] |f:4.5|. Procedure details: To a solution of 5-amino-2-(naphthalen-2-ylamino)thiazole-4-carboxamide (0.18 g, 0.62 mmol) and a catalytic amount of DMAP in pyridine (5 mL) was added 4-chloromethylbenzoyl chloride (0.13 g, 0.68 mmol) at 0° C. under N2-atmosphere. The mixture was stirred for 16 hrs at rt under nitrogen atmosphere. The solvent was evaporated, and the residue was triturated with water. The resulting solids were collected by filtration and washed with MeOH to give 0.030 g (10% yield) of the titled compound. Reactants: NS(=O)(=O)C1=CC=C(O1)C(=O)NC(C)(C)C (5-(aminosulfonyl)-N-(tert-butyl)-2-furamide), C1(CCCCC1)P(C1=C(C=CC=C1)C1=C(C=C(C=C1C(C)C)C(C)C)C(C)C)C1CCCCC1 (2-dicyclohexylphosphino-2′,4′,6′-tri-isopropyl-1,1′-biphenyl), C([O-])([O-])=O.[Cs+].[Cs+] (cesium carbonate), C(C)OC([C@@H](C)OC1=NC(=NC(=C1)Cl)SCC1=C(C(=CC=C1)F)F)=O (2-[[6-chloro-2-[[(2,3-difluorophenyl)methyl]thio]-4-pyrimidinyl]oxy]-(2R)-propanoic acid ethyl ester), product. The reagents and catalysts are C=1C=CC(=CC1)/C=C/C(=O)/C=C/C2=CC=CC=C2.C=1C=CC(=CC1)/C=C/C(=O)/C=C/C2=CC=CC=C2.C=1C=CC(=CC1)/C=C/C(=O)/C=C/C2=CC=CC=C2.[Pd].[Pd] (tris(dibenzylideneacetone)dipalladium). The solvent is O1CCOCC1 (dioxane). Yields the product C(C)(C)(C)NC(=O)C1=CC=C(O1)S(=O)(=O)NC1=CC(=NC(=N1)SCC1=C(C(=CC=C1)F)F)O[C@@H](C(=O)OCC)C (ethyl (2R)-2-({6-[({5-[(tert-butylamino)carbonyl]-2-furyl}sulfonyl)amino]-2-[(2,3-difluorobenzyl)thio]pyrimidin-4-yl}oxy)propanoate). RXN SMILES: [NH2:1][S:2]([C:5]1[O:9][C:8]([C:10]([NH:12][C:13]([CH3:16])([CH3:15])[CH3:14])=[O:11])=[CH:7][CH:6]=1)(=[O:4])=[O:3].C1(P(C2CCCCC2)C2C=CC=CC=2C2C(C(C)C)=CC(C(C)C)=CC=2C(C)C)CCCCC1.C(=O)([O-])[O-].[Cs+].[Cs+].[CH2:57]([O:59][C:60](=[O:81])[C@H:61]([O:63][C:64]1[CH:69]=[C:68](Cl)[N:67]=[C:66]([S:71][CH2:72][C:73]2[CH:78]=[CH:77][CH:76]=[C:75]([F:79])[C:74]=2[F:80])[N:65]=1)[CH3:62])[CH3:58]>O1CCOCC1.C1C=CC(/C=C/C(/C=C/C2C=CC=CC=2)=O)=CC=1.C1C=CC(/C=C/C(/C=C/C2C=CC=CC=2)=O)=CC=1.C1C=CC(/C=C/C(/C=C/C2C=CC=CC=2)=O)=CC=1.[Pd].[Pd]>[C:13]([NH:12][C:10]([C:8]1[O:9][C:5]([S:2]([NH:1][C:68]2[N:67]=[C:66]([S:71][CH2:72][C:73]3[CH:78]=[CH:77][CH:76]=[C:75]([F:79])[C:74]=3[F:80])[N:65]=[C:64]([O:63][C@H:61]([CH3:62])[C:60]([O:59][CH2:57][CH3:58])=[O:81])[CH:69]=2)(=[O:4])=[O:3])=[CH:6][CH:7]=1)=[O:11])([CH3:16])([CH3:15])[CH3:14] |f:2.3.4,7.8.9.10.11|. Reported procedure: The subtitle compound was prepared according to the procedure outlined in example 1 step (iv) using a mixture of 5-(aminosulfonyl)-N-(tert-butyl)-2-furamide (0.25 g), tris(dibenzylideneacetone)dipalladium (0) (58 mg), 2-dicyclohexylphosphino-2′,4′,6′-tri-isopropyl-1,1′-biphenyl (XPHOS) (30 mg), cesium carbonate (0.65 g) and 2-[[6-chloro-2-[[(2,3-difluorophenyl)methyl]thio]-4-pyrimidinyl]oxy]-(2R)-propanoic acid ethyl ester (product of Example 11 step i) (0.26 g) in dioxane (10 mL). Purification ...